describe an organic reaction: reactants, conditions, products, and yield From a dataset of the Open Reaction Database (ORD), a public repository of structured organic reaction records. The reactants are COc1cc(C)c(S(=O)(=O)Cl)c(C)c1C, CO, CC#N, C[Si](C)(C)C#N, NC(CO)C(=O)O. The product is COc1cc(C)c(S(=O)(=O)NC(CO)C(=O)O)c(C)c1C. RXN SMILES: [CH3:14][O:15][c:16]1[c:17]([CH3:28])[c:18]([CH3:27])[c:19]([S:23](=[O:24])(=[O:25])[Cl:26])[c:20]([CH3:22])[cH:21]1.[CH3:29][OH:30].[CH3:31][C:32]#[N:33].[CH3:8][Si:9]([C:10]#[N:11])([CH3:12])[CH3:13].[NH2:1][CH:2]([CH2:3][OH:4])[C:5]([OH:6])=[O:7]>>[NH:1]([CH:2]([CH2:3][OH:4])[C:5]([OH:6])=[O:7])[S:23]([c:19]1[c:18]([CH3:27])[c:17]([CH3:28])[c:16]([O:15][CH3:14])[cH:21][c:20]1[CH3:22])(=[O:24])=[O:25].